The task is: describe an organic reaction: reactants, conditions, products, and yield. This data is from the Open Reaction Database (ORD), a public repository of structured organic reaction records. Reactants: C(C)(C)(C)C1=CC=C(C=C1)C=1SC(=C(N1)CCO)C (2-[2-(4-tert-butyl-phenyl)-5-methyl-thiazol-4-yl]-ethanol), C1(=CC=CC=C1)P(C1=CC=CC=C1)C1=CC=CC=C1 (triphenylphosphine), N(=NC(=O)OCC)C(=O)OCC (DEAD), C(C)OC(C(CC1=CC(=C(C=C1)O)C)OCC)=O ([rac]-2-ethoxy-3-(4-hydroxy-3-methyl-phenyl)-propionic acid ethyl ester). Solvent: O1CCCC1 (tetrahydrofuran). The product is C(C)OC(C(CC1=CC(=C(C=C1)OCCC=1N=C(SC1C)C1=CC=C(C=C1)C(C)(C)C)C)OCC)=O ([rac]-3-(4-{2-[2-(4-tert-butyl-phenyl)-5-methyl-thiazol-4-yl]-ethoxy}-3-methyl-phenyl)-2-ethoxy-propionic acid ethyl ester). As a reaction SMILES: [CH2:1]([O:3][C:4](=[O:18])[CH:5]([O:15][CH2:16][CH3:17])[CH2:6][C:7]1[CH:12]=[CH:11][C:10]([OH:13])=[C:9]([CH3:14])[CH:8]=1)[CH3:2].[C:19]([C:23]1[CH:28]=[CH:27][C:26]([C:29]2[S:30][C:31]([CH3:37])=[C:32]([CH2:34][CH2:35]O)[N:33]=2)=[CH:25][CH:24]=1)([CH3:22])([CH3:21])[CH3:20].C1(P(C2C=CC=CC=2)C2C=CC=CC=2)C=CC=CC=1.N(C(OCC)=O)=NC(OCC)=O>O1CCCC1>[CH2:1]([O:3][C:4](=[O:18])[CH:5]([O:15][CH2:16][CH3:17])[CH2:6][C:7]1[CH:12]=[CH:11][C:10]([O:13][CH2:35][CH2:34][C:32]2[N:33]=[C:29]([C:26]3[CH:25]=[CH:24][C:23]([C:19]([CH3:20])([CH3:22])[CH3:21])=[CH:28][CH:27]=3)[S:30][C:31]=2[CH3:37])=[C:9]([CH3:14])[CH:8]=1)[CH3:2]. Procedure details: In analogy to the procedure described in example 1 d], [rac]-2-ethoxy-3-(4-hydroxy-3-methyl-phenyl)-propionic acid ethyl ester (example 4 c]) was reacted with 2-[2-(4-tert-butyl-phenyl)-5-methyl-thiazol-4-yl]-ethanol (example 12 b]) in tetrahydrofuran in the presence of triphenylphosphine and DEAD (diethyl azodicarboxylate) to yield [rac]-3-(4-{2-[2-(4-tert-butyl-phenyl)-5-methyl-thiazol-4-yl]-ethoxy}-3-methyl-phenyl)-2-ethoxy-propionic acid ethyl ester, which was further saponified in analogy t... Yields the product CCOC(=O)CC(OCC)c1ccc(OCCc2ccc(Cl)cc2)cc1. Reaction SMILES: [CH2:1]([CH3:2])[O:3][CH:4]([CH2:5][C:6](=[O:7])[O:8][CH2:9][CH3:10])[c:11]1[cH:12][cH:13][c:14]([OH:17])[cH:15][cH:16]1.[Cl:18][c:19]1[cH:20][cH:21][c:22]([CH2:25][CH2:26][OH:27])[cH:23][cH:24]1.[N:54]([C:55]([O:56][CH2:57][CH3:58])=[O:59])=[N:60][C:61]([O:62][CH2:63][CH3:64])=[O:65].[O:66]1[CH2:67][CH2:68][CH2:69][CH2:70]1.[c:28]1([P:29]([c:30]2[cH:31][cH:32][cH:33][cH:34][cH:35]2)[c:36]2[cH:37][cH:38][cH:39][cH:40][cH:41]2)[cH:42][cH:43][cH:44][cH:45][cH:46]1.[c:47]1([CH3:48])[cH:49][cH:50][cH:51][cH:52][cH:53]1>>[CH2:1]([CH3:2])[O:3][CH:4]([CH2:5][C:6](=[O:7])[O:8][CH2:9][CH3:10])[c:11]1[cH:12][cH:13][c:14]([O:17][CH2:26][CH2:25][c:22]2[cH:21][cH:20][c:19]([Cl:18])[cH:24][cH:23]2)[cH:15][cH:16]1. The reactants are CCOC(=O)CC(OCC)c1ccc(O)cc1, OCCc1ccc(Cl)cc1, CCOC(=O)N=NC(=O)OCC, C1CCOC1, c1ccc(P(c2ccccc2)c2ccccc2)cc1, Cc1ccccc1. Starting materials: ClC=1C=C(C2=C(N=C(O2)C2=CC=CC=C2)C1)C(=O)O (5-chloro-2-phenyl-benzoxazole-7-carboxylic acid), Cl.Cl.NC1CN2CCC1CC2 (3-aminoquinuclidine dihydrochloride). Yields the product N12CC(C(CC1)CC2)NC(=O)C2=CC(=CC=1N=C(OC12)C1=CC=CC=C1)Cl (N-(1-Azabicyclo[2.2.2]oct-3-yl)-5-chloro-2-phenylbenzoxazole-7-carboxamide). Yield: 56.0%. As a reaction SMILES: [Cl:1][C:2]1[CH:3]=[C:4]([C:17]([OH:19])=O)[C:5]2[O:9][C:8]([C:10]3[CH:15]=[CH:14][CH:13]=[CH:12][CH:11]=3)=[N:7][C:6]=2[CH:16]=1.Cl.Cl.[NH2:22][CH:23]1[CH:28]2[CH2:29][CH2:30][N:25]([CH2:26][CH2:27]2)[CH2:24]1>>[N:25]12[CH2:30][CH2:29][CH:28]([CH2:27][CH2:26]1)[CH:23]([NH:22][C:17]([C:4]1[C:5]3[O:9][C:8]([C:10]4[CH:11]=[CH:12][CH:13]=[CH:14][CH:15]=4)=[N:7][C:6]=3[CH:16]=[C:2]([Cl:1])[CH:3]=1)=[O:19])[CH2:24]2 |f:1.2.3|. Procedure details: N-(1-Azabicyclo[2.2.2]oct-3-yl)-5-chloro-2-phenylbenzoxazole-7-carboxamide was prepared from 5-chloro-2-phenyl-benzoxazole-7-carboxylic acid and 3-aminoquinuclidine dihydrochloride using the method outlined in Step C of Example 7. This compound was obtained in 56% yield as a white solid: mp 283-285° C.; 1H NMR (300 MHz, CH3OD) δ 8.22 (dd, J=8.1, 1.5 Hz, 2H), 7.86 (d, J=2.1 Hz, 1H), 7.70 (d, J=2.1 Hz, 1H), 7.64-7.56 (m, 3H), 4.27-4.24 (m, 1H), 3.50-3.42 (m, 1H), 3.12-2.86 (m, 5H), 2.17 (q, J=3.0 ...